This data is from the Open Reaction Database (ORD), a public repository of structured organic reaction records. The task is: describe an organic reaction: reactants, conditions, products, and yield Reactants: C(C)(C)(C)OC(=O)C1=CC2=C(CCC=3C=NC(=NC23)NC2=CC(=CC=C2)S(N)(=O)=O)S1 (2-(3-Sulfamoyl-phenylamino)-5,6-dihydro-thieno[2,3-h]quinazoline-8-carboxylic acid tert-butyl ester), ClC=1C(C(=C(C(C1Cl)=O)C#N)C#N)=O (2,3-dichloro-5,6-dicyano-1,4-benzoquinone). Solvent: O1CCOCC1 (1,4-dioxane). Product: C(C)(C)(C)OC(=O)C1=CC=2C(=CC=C3C=NC(=NC23)NC2=CC(=CC=C2)S(N)(=O)=O)S1 (2-(3-Sulfamoyl-phenylamino)-thieno[2,3-h]quinazoline-8-carboxylic acid tert-butyl ester), material. Yield: 37.7%. Reaction SMILES: [C:1]([O:5][C:6]([C:8]1[S:31][C:11]2[CH2:12][CH2:13][C:14]3[CH:15]=[N:16][C:17]([NH:20][C:21]4[CH:26]=[CH:25][CH:24]=[C:23]([S:27](=[O:30])(=[O:29])[NH2:28])[CH:22]=4)=[N:18][C:19]=3[C:10]=2[CH:9]=1)=[O:7])([CH3:4])([CH3:3])[CH3:2].ClC1C(=O)C(C#N)=C(C#N)C(=O)C=1Cl>O1CCOCC1>[C:1]([O:5][C:6]([C:8]1[S:31][C:11]2=[CH:12][CH:13]=[C:14]3[C:19]([N:18]=[C:17]([NH:20][C:21]4[CH:26]=[CH:25][CH:24]=[C:23]([S:27](=[O:29])(=[O:30])[NH2:28])[CH:22]=4)[N:16]=[CH:15]3)=[C:10]2[CH:9]=1)=[O:7])([CH3:4])([CH3:2])[CH3:3]. Procedure: 2-(3-Sulfamoyl-phenylamino)-5,6-dihydro-thieno[2,3-h]quinazoline-8-carboxylic acid tert-butyl ester (4.90 g, 10.69 mmol) and 2,3-dichloro-5,6-dicyano-1,4-benzoquinone (4.85 g, 21.37 mmol) were suspended in dry 1,4-dioxane (300 mL) and heated at reflux overnight. After allowing the reaction to cool to room temperature the mixture was concentrated under reduced pressure and partitioned between ethyl acetate and 1:1 saturated Na2CO3:brine. The organic layer was washed with further portions of 1:1 s... The reactants are C(C)C1C(CCC(C(OC(C2CCCCN2C(C(C2(C(CC(C(C(CC(CC(=C1)C)C)OC)O2)OC)C)O)=O)=O)=O)C(=CC2CC(C(CC2)N=[N+]=[N-])OCC=C)C)C)=O (17-ethyl-1-hydroxy-12-[2'-(4"-azido-3"-allyloxycyclohexyl)-1'-methylvinyl]-23,25-dimethoxy-13,19,21,27-tetramethyl-11,28-dioxa-4-azatricyclo[22.3.1.04,9 ]octacos-18-ene-2,3,10,16-tetraone), C1(=CC=CC=C1)P(C1=CC=CC=C1)C1=CC=CC=C1 (triphenylphosphine). The solvent is C1=CC=CC=C1 (benzene). Reaction conditions: temperature 70 celsius, time 15 hour. The product is [OH-].[NH4+] (ammonium hydroxide), C(C)C1C(CCC(C(OC(C2CCCCN2C(C(C2(C(CC(C(C(CC(CC(=C1)C)C)OC)O2)OC)C)O)=O)=O)=O)C(=CC2CC(C(CC2)N)OCC=C)C)C)=O (17-Ethyl-1-hydroxy-12-[2'-(4 "-amino-3"-allyloxycyclohexyl)-1'-methylvinyl]-23,25-dimethoxy-13,19,21,27-tetramethyl-11,28-dioxa-4-azatricyclo[22.3.1.04,9 ]octacos-18-ene-2,3,10,16-tetraone). Yield: 130.5%. Reaction SMILES: [CH2:1]([CH:3]1[CH:29]=[C:28]([CH3:30])[CH2:27][CH:26]([CH3:31])[CH2:25][CH:24]([O:32][CH3:33])[CH:23]2[O:34][C:19]([OH:38])([CH:20]([CH3:37])[CH2:21][CH:22]2[O:35][CH3:36])[C:18](=[O:39])[C:17](=[O:40])[N:16]2[CH:11]([CH2:12][CH2:13][CH2:14][CH2:15]2)[C:10](=[O:41])[O:9][CH:8]([C:42]([CH3:57])=[CH:43][CH:44]2[CH2:49][CH2:48][CH:47]([N:50]=[N+]=[N-])[CH:46]([O:53][CH2:54][CH:55]=[CH2:56])[CH2:45]2)[CH:7]([CH3:58])[CH2:6][CH2:5][C:4]1=[O:59])[CH3:2].C1(P(C2C=CC=CC=2)C2C=CC=CC=2)C=CC=CC=1>C1C=CC=CC=1>[OH-:9].[NH4+:16].[CH2:1]([CH:3]1[CH:29]=[C:28]([CH3:30])[CH2:27][CH:26]([CH3:31])[CH2:25][CH:24]([O:32][CH3:33])[CH:23]2[O:34][C:19]([OH:38])([CH:20]([CH3:37])[CH2:21][CH:22]2[O:35][CH3:36])[C:18](=[O:39])[C:17](=[O:40])[N:16]2[CH:11]([CH2:12][CH2:13][CH2:14][CH2:15]2)[C:10](=[O:41])[O:9][CH:8]([C:42]([CH3:57])=[CH:43][CH:44]2[CH2:49][CH2:48][CH:47]([NH2:50])[CH:46]([O:53][CH2:54][CH:55]=[CH2:56])[CH2:45]2)[CH:7]([CH3:58])[CH2:6][CH2:5][C:4]1=[O:59])[CH3:2] |f:3.4|. Procedure: To a solution of 17-ethyl-1-hydroxy-12-[2'-(4"-azido-3"-allyloxycyclohexyl)-1'-methylvinyl]-23,25-dimethoxy-13,19,21,27-tetramethyl-11,28-dioxa-4-azatricyclo[22.3.1.04,9 ]octacos-18-ene-2,3,10,16-tetraone (25 mg) in 10% aqueous benzene (850 μl) was added triphenylphosphine (12 mg) and the mixture heated to 70° C. with stirring. After 15 hours, the stir bar was removed and the reaction cooled to room temperature. The mixture was concentrated to 10% volume in vacuo and applied directly to a column... The reactants are II (Iodine), N(=C=O)C=CC1=CC=C(C=C1)C (1-(2-isocyanato-vinyl)-4-methyl-benzene). Run in ClC1=C(C=CC=C1)Cl (o-dichlorobenzene). Conditions: temperature 180 celsius. The product is CC1=CC=C2C=CNC(C2=C1)=O (7-Methyl-2H-isoquinolin-1-one). Yield: 31.1%. RXN SMILES: II.[N:3]([CH:6]=[CH:7][C:8]1[CH:13]=[CH:12][C:11]([CH3:14])=[CH:10][CH:9]=1)=[C:4]=[O:5]>ClC1C=CC=CC=1Cl>[CH3:14][C:11]1[CH:10]=[C:9]2[C:8]([CH:7]=[CH:6][NH:3][C:4]2=[O:5])=[CH:13][CH:12]=1. Reported procedure: Iodine (0.63 g, 2.51 mmol) is added to a solution of 1-(2-isocyanato-vinyl)-4-methyl-benzene (ca. 20 g, 125.6 mmol) in o-dichlorobenzene (125 mL), then is heated to reflux (180° C.) overnight. The mixture is cooled to room temperature then concentrated to dryness. The residue is purified by column chromatography eluting with 40% EtOAc/hexanes. The product (6.23 g, 39.1 mmol) is obtained as a tan solid. Reactants: Cl.N1CC(C1)C1=CC2=C(C3=NN(C=C3CCO2)C=2N(N=CN2)C2=C(C=C(C=C2)F)F)C=C1 (8-azetidin-3-yl-2-[2-(2,4-difluoro-phenyl)-2H-[1,2,4]triazol-3-yl]-4,5-dihydro-2H-6-oxa-1,2-diaza-benzo[e]azulene hydrochloride), CO (MeOH), BrCC(=O)N (bromo acetamide), crude product. The solvent is C(Cl)Cl (DCM). The product is FC1=C(C=CC(=C1)F)N1N=CN=C1N1C=C2CCOC3=C(C2=N1)C=CC(=C3)C3CN(C3)CC(=O)N (2-(3-{2-[2-(2,4-Difluoro-phenyl)-2H-[1,2,4]triazol-3-yl]-4,5-dihydro-2H-6-oxa-1,2-diaza-benzo[e]azulen-8-yl}-azetidin-1-yl)-acetamide). Reaction SMILES: Cl.[NH:2]1[CH2:5][CH:4]([C:6]2[CH:32]=[CH:31][C:9]3[C:10]4[C:14]([CH2:15][CH2:16][O:17][C:8]=3[CH:7]=2)=[CH:13][N:12]([C:18]2[N:19]([C:23]3[CH:28]=[CH:27][C:26]([F:29])=[CH:25][C:24]=3[F:30])[N:20]=[CH:21][N:22]=2)[N:11]=4)[CH2:3]1.Br[CH2:34][C:35]([NH2:37])=[O:36].CO>C(Cl)Cl>[F:30][C:24]1[CH:25]=[C:26]([F:29])[CH:27]=[CH:28][C:23]=1[N:19]1[C:18]([N:12]2[N:11]=[C:10]3[C:14]([CH2:15][CH2:16][O:17][C:8]4[CH:7]=[C:6]([CH:4]5[CH2:3][N:2]([CH2:34][C:35]([NH2:37])=[O:36])[CH2:5]5)[CH:32]=[CH:31][C:9]=43)=[CH:13]2)=[N:22][CH:21]=[N:20]1 |f:0.1|. Reported procedure: Following the procedure for 143, 8-azetidin-3-yl-2-[2-(2,4-difluoro-phenyl)-2H-[1,2,4]triazol-3-yl]-4,5-dihydro-2H-6-oxa-1,2-diaza-benzo[e]azulene hydrochloride was reacted with bromo acetamide, the crude product was subjected to flash chromatography (SiO2, gradient 0 to 10% MeOH in DCM) to give 172 as a white solid. 1H NMR (400 MHz, DMSO-d): δ 8.42 (s, 1H); 8.28 (s, 1H); 7.81 (td, J=8.75, 5.92 Hz, 1H); 7.63 (ddd, J=10.33, 9.01, 2.79 Hz, 1H); 7.39-7.27 (m, 2H); 7.11 (s, 1H); 7.03 (s, 1H); 6.96-6... Reactants: CC(C)O, CCCCCC, CCO, CCOC(=O)CCN(C)C(=O)c1ccc(NC(c2oc3ccc(F)cc3c2C)C2CCCCC2)nc1, [Li+], C1CCOC1, [OH-]. Yields the product Cc1c(C(Nc2ccc(C(=O)N(C)CCC(=O)O)cn2)C2CCCCC2)oc2ccc(F)cc12. RXN SMILES: [CH3:37][CH:38]([OH:39])[CH3:40].[CH3:41][CH2:42][CH2:43][CH2:44][CH2:45][CH3:46].[CH3:47][CH2:48][OH:49].[CH:1]1([CH:7]([c:8]2[o:9][c:10]3[c:11]([c:12]2[CH3:13])[cH:14][c:15]([F:18])[cH:16][cH:17]3)[NH:19][c:20]2[cH:21][cH:22][c:23]([C:26](=[O:27])[N:28]([CH2:29][CH2:30][C:31](=[O:32])[O:33][CH2:34][CH3:35])[CH3:36])[cH:24][n:25]2)[CH2:2][CH2:3][CH2:4][CH2:5][CH2:6]1.[Li+:50].[O:52]1[CH2:53][CH2:54][CH2:55][CH2:56]1.[OH-:51]>>[CH:1]1([CH:7]([c:8]2[o:9][c:10]3[c:11]([c:12]2[CH3:13])[cH:14][c:15]([F:18])[cH:16][cH:17]3)[NH:19][c:20]2[cH:21][cH:22][c:23]([C:26](=[O:27])[N:28]([CH2:29][CH2:30][C:31](=[O:32])[OH:33])[CH3:36])[cH:24][n:25]2)[CH2:2][CH2:3][CH2:4][CH2:5][CH2:6]1. The reactants are CCCCCCN1CC2C(C1=O)C2(C)c1cccc(C#N)c1, CCO, Cl. The product is CCCCCCN1CC2C(C1=O)C2(C)c1cccc(C(=N)OCC)c1, Cl. Reaction SMILES: [CH2:2]([CH2:3][CH2:4][CH2:5][CH2:6][CH3:7])[N:8]1[C:9](=[O:23])[CH:10]2[C:11]([CH3:14])([c:15]3[cH:16][c:17]([C:18]#[N:19])[cH:20][cH:21][cH:22]3)[CH:12]2[CH2:13]1.[CH3:24][CH2:25][OH:26].[ClH:1]>>[CH2:2]([CH2:3][CH2:4][CH2:5][CH2:6][CH3:7])[N:8]1[C:9](=[O:23])[CH:10]2[C:11]([CH3:14])([c:15]3[cH:16][c:17]([C:18](=[NH:19])[O:26][CH2:25][CH3:24])[cH:20][cH:21][cH:22]3)[CH:12]2[CH2:13]1.[ClH:1]. Starting materials: CO, CCCCc1ccc(C(=O)OC)c(OC)c1, Cl, [Na+], [OH-]. The product is CCCCc1ccc(C(=O)O)c(OC)c1. Reaction SMILES: [CH3:18][OH:19].[CH3:1][O:2][C:3]([c:4]1[c:5]([O:14][CH3:15])[cH:6][c:7]([CH2:10][CH2:11][CH2:12][CH3:13])[cH:8][cH:9]1)=[O:16].[ClH:17].[Na+:21].[OH-:20]>>[O:2]=[C:3]([c:4]1[c:5]([O:14][CH3:15])[cH:6][c:7]([CH2:10][CH2:11][CH2:12][CH3:13])[cH:8][cH:9]1)[OH:16]. Procedure details: Thiodiglycolic acid monomethyl ether (Indian J. Chem. 25B, 880 (1986)) in a methanol/water mixture is oxidised with potassium peroxomonosulfate at approximately 25° C. to yield the title compound, which is further used. The reactants are COC(C)=O.C(COCC(=O)O)(=S)O (thiodiglycolic acid monomethyl acetate), S(=O)(=O)(O[O-])[O-].[K+].[K+] (potassium peroxomonosulfate). The product is COC(COCC(=O)O)=S(=O)=O (S,S-Dioxo-thiodiglycolic Acid Monomethyl Ester). The solvent is CO.O (methanol water). As a reaction SMILES: C[O:2][C:3](=[O:5])[CH3:4].[C:6]([OH:14])(=S)[CH2:7][O:8][CH2:9]C(O)=O.[S:15]([O-:20])(O[O-])(=O)=[O:16].[K+].[K+]>CO.O>[CH3:9][O:8][C:7](=[S:15](=[O:20])=[O:16])[CH2:6][O:14][CH2:4][C:3]([OH:2])=[O:5] |f:0.1,2.3.4,5.6|. Reported procedure: 4.8 g of 1-(2-chloroethyl)-3-n-butyl-3-D-galactopyranosylurea are dissolved in 15 ml of formic acid, and 2.4 g of sodium nitrite are added gradually thereto at 0° to 5° C. for one hour under stirring. The mixture is further stirred at the same temperature for 1.5 hours. After the reaction, the mixture is treated in the same manner as described in Example 5-(2). 1.8 g of 1-(2-chloroethyl)-1-nitroso-3-n-butyl-3-D-galactopyranosylurea are thereby obtained as a yellow powder. The solvent is C(=O)O (formic acid). Product: ClCCN(C(=O)N(C1[C@H](O)[C@@H](O)[C@@H](O)[C@H](O1)CO)CCCC)N=O (1-(2-chloroethyl)-1-nitroso-3-n-butyl-3-D-galactopyranosylurea). Reactants: ClCCNC(=O)N(C1[C@H](O)[C@@H](O)[C@@H](O)[C@H](O1)CO)CCCC (1-(2-chloroethyl)-3-n-butyl-3-D-galactopyranosylurea), N(=O)[O-].[Na+] (sodium nitrite). Reaction SMILES: [Cl:1][CH2:2][CH2:3][NH:4][C:5]([N:7]([CH2:19][CH2:20][CH2:21][CH3:22])[CH:8]1[O:16][C@H:15]([CH2:17][OH:18])[C@H:13]([OH:14])[C@H:11]([OH:12])[C@H:9]1[OH:10])=[O:6].[N:23]([O-])=[O:24].[Na+]>C(O)=O>[Cl:1][CH2:2][CH2:3][N:4]([N:23]=[O:24])[C:5]([N:7]([CH2:19][CH2:20][CH2:21][CH3:22])[CH:8]1[O:16][C@H:15]([CH2:17][OH:18])[C@H:13]([OH:14])[C@H:11]([OH:12])[C@H:9]1[OH:10])=[O:6] |f:1.2|. Isolated yield 34.6%. Run at time 1 hour.